Dataset: the Open Reaction Database (ORD), a public repository of structured organic reaction records. Task: describe an organic reaction: reactants, conditions, products, and yield Starting materials: C1=CCCCC1 (cyclohexene), C(C)(=O)O (acetic acid). The reagents and catalysts are [Cu+2] (Copper (II)). Reaction conditions: temperature 90 celsius, time 5 hour. The product is C(C)(=O)OC1C=CCCC1 (2-cyclohexenyl acetate). RXN SMILES: [CH:1]1[CH2:6][CH2:5][CH2:4][CH2:3][CH:2]=1.[C:7]([OH:10])(=[O:9])[CH3:8]>[Cu+2]>[C:7]([O:10][CH:1]1[CH2:6][CH2:5][CH2:4][CH:3]=[CH:2]1)(=[O:9])[CH3:8]. Reported procedure: A mixture of 0.3 g of di-L-prolinato Copper (II), 15 ml of cyclohexene, 20 ml of acetic acid and 5 ml of t-butyl peroxybehzoate was heated with stirring at 90° C for 5 hours in a nitogen atmosphere. After cooling, the reaction mixture was treated in the same manner as in Example 1 to obtain 2.50 g of 2-cyclohexenyl acetate. Reactants: C(C)C(CNCC1=CC=C(S1)C=1C=C2C(=CNC2=C(C1)C(=O)N)C1CCN(CC1)S(=O)(=O)CC)CC (5-(5-{[(2-ethylbutyl)amino]methyl}-2-thienyl)-3-[1-(ethylsulfonyl)-4-piperidinyl]-1H-indole-7-carboxamide), [BH3-]C#N.[Na+] (NaCNBH3), C(=O)C1=CC=C(S1)B(O)O ((5-formyl-2-thienyl)boronic acid), C(C)OCCN ([2-(ethyloxy)ethyl]amine). The product is C(C)OCCNCC1=CC=C(S1)B(O)O ([5-({[2-(ethyloxy)ethyl]amino}methyl)-2-thienyl]boronic acid). The yield is 40.9%. As a reaction SMILES: C(C(CC)CNCC1SC(C2C=C3C(=C(C(N)=O)C=2)NC=C3C2CCN(S(CC)(=O)=O)CC2)=CC=1)C.[CH:37]([C:39]1[S:43][C:42]([B:44]([OH:46])[OH:45])=[CH:41][CH:40]=1)=O.[CH2:47]([O:49][CH2:50][CH2:51][NH2:52])[CH3:48].[BH3-]C#N.[Na+]>>[CH2:47]([O:49][CH2:50][CH2:51][NH:52][CH2:37][C:39]1[S:43][C:42]([B:44]([OH:46])[OH:45])=[CH:41][CH:40]=1)[CH3:48] |f:3.4|. Procedure details: Following the general procedure of 5-(5-{[(2-ethylbutyl)amino]methyl}-2-thienyl)-3-[1-(ethylsulfonyl)-4-piperidinyl]-1H-indole-7-carboxamide, (5-formyl-2-thienyl)boronic acid (50 mg, 0.32 mmol), [2-(ethyloxy)ethyl]amine (30 mg, 0.32 mmol), and NaCNBH3 (40 mg, 0.64 mmol) were reacted to give 30 mg of crude [5-({[2-(ethyloxy)ethyl]amino}methyl)-2-thienyl]boronic acid. The crude [5-({[2-(ethyloxy)ethyl]amino}methyl)-2-thienyl]boronic acid was then reacted with 5-bromo-3-[1-(ethylsulfonyl)-4-piperid...